From a dataset of the Open Reaction Database (ORD), a public repository of structured organic reaction records. describe an organic reaction: reactants, conditions, products, and yield Starting materials: O=C(Cc1ccc(I)cc1)NCC1CCCN1, FCCI, [Na+], O=C([O-])O, CN(C)C=O, O. Product: O=C(Cc1ccc(I)cc1)NCC1CCCN1CCF. Reaction SMILES: [I:10][c:11]1[cH:12][cH:13][c:14]([CH2:17][C:18](=[O:19])[NH:20][CH2:21][CH:22]2[NH:23][CH2:24][CH2:25][CH2:26]2)[cH:15][cH:16]1.[I:6][CH2:7][CH2:8][F:9].[Na+:5].[O-:1][C:2]([OH:3])=[O:4].[O:27]=[CH:28][N:29]([CH3:30])[CH3:31].[OH2:32]>>[CH2:7]([CH2:8][F:9])[N:23]1[CH:22]([CH2:21][NH:20][C:18]([CH2:17][c:14]2[cH:13][cH:12][c:11]([I:10])[cH:16][cH:15]2)=[O:19])[CH2:26][CH2:25][CH2:24]1. Reactants: [Rh(COD)(ScRp-DuanPhos)]BF4, COC(/C(=C/C1=C(CCC1)OC1=CC=CC=C1)/NC(C1=CC=CC=C1)=O)=O ((Z)-methyl-2-benzamido-3-(2-phenoxycyclopent-1-enyl)acrylate), [H][H] (hydrogen). Run in CO (methanol). Product: COC([C@H](CC1=C(CCC1)OC1=CC=CC=C1)NC(C1=CC=CC=C1)=O)=O ((S)-methyl-2-benzamido-3-(2-phenoxycyclopent-1-enyl)propanoate). Yield: 101.4%. RXN SMILES: [CH3:1][O:2][C:3](=[O:27])/[C:4](/[NH:18][C:19](=[O:26])[C:20]1[CH:25]=[CH:24][CH:23]=[CH:22][CH:21]=1)=[CH:5]/[C:6]1[CH2:10][CH2:9][CH2:8][C:7]=1[O:11][C:12]1[CH:17]=[CH:16][CH:15]=[CH:14][CH:13]=1.[H][H]>CO>[CH3:1][O:2][C:3](=[O:27])[C@@H:4]([NH:18][C:19](=[O:26])[C:20]1[CH:25]=[CH:24][CH:23]=[CH:22][CH:21]=1)[CH2:5][C:6]1[CH2:10][CH2:9][CH2:8][C:7]=1[O:11][C:12]1[CH:13]=[CH:14][CH:15]=[CH:16][CH:17]=1. Procedure details: To a 2-L autoclave, a slurry of compound (V) (n=1, R=Ph, R1=PhO, R2=Me) (100 g, 0.27 mol) in methanol (900 mL) was charged and bubbled with nitrogen for 30 minutes. Then [Rh(COD)(ScRp-DuanPhos)]BF4 (135 mg, 0.2 mmol) was added under nitrogen. The autoclave was then charged hydrogen to 10 bar and stirred at room temperature overnight. The reaction was monitored with HPLC. After the reaction completed, pressure of the hydrogenator was released, and the solution was concentrated to provide the prod... Starting materials: C(=O)[C@H]1CN(C[C@@H]1C1=CC=CC=C1)[C@@H](C(=O)OCC1=CC=CC=C1)C1CCCCC1 (2-(R)-(3-(R)-formyl-4-(S)-phenylpyrrolidin-1-yl)-2-(cyclohexyl)acetic acid, benzyl ester), C1(=CC=CC=C1)CCCC1CCNCC1 (4-(3-phenylpropyl) piperidine), C(C)(=O)O[BH-](OC(C)=O)OC(C)=O.[Na+] (sodium triacetoxyborohydride). Run in C(Cl)Cl (CH2Cl2), C(Cl)Cl (CH2Cl2). Conditions: time 1 hour. Yields the product C1(=CC=CC=C1)CCCC1CCN(CC1)C[C@H]1CN(C[C@@H]1C1=CC=CC=C1)[C@@H](C(=O)OCC1=CC=CC=C1)C1CCCCC1 (2-(R)-(3-(S)-((4—(3-Phenylpropyl)piperidin-1-yl)methyl)-4-(S)-phenylpyrrolidin-1-yl)-2-(cyclohexyl)acetic acid, benzyl ester). Isolated yield 74.3%. As a reaction SMILES: [CH:1]([C@@H:3]1[C@@H:7]([C:8]2[CH:13]=[CH:12][CH:11]=[CH:10][CH:9]=2)[CH2:6][N:5]([C@H:14]([CH:25]2[CH2:30][CH2:29][CH2:28][CH2:27][CH2:26]2)[C:15]([O:17][CH2:18][C:19]2[CH:24]=[CH:23][CH:22]=[CH:21][CH:20]=2)=[O:16])[CH2:4]1)=O.[C:31]1([CH2:37][CH2:38][CH2:39][CH:40]2[CH2:45][CH2:44][NH:43][CH2:42][CH2:41]2)[CH:36]=[CH:35][CH:34]=[CH:33][CH:32]=1.C(O[BH-](OC(=O)C)OC(=O)C)(=O)C.[Na+]>C(Cl)Cl>[C:31]1([CH2:37][CH2:38][CH2:39][CH:40]2[CH2:41][CH2:42][N:43]([CH2:1][C@@H:3]3[C@@H:7]([C:8]4[CH:13]=[CH:12][CH:11]=[CH:10][CH:9]=4)[CH2:6][N:5]([C@H:14]([CH:25]4[CH2:30][CH2:29][CH2:28][CH2:27][CH2:26]4)[C:15]([O:17][CH2:18][C:19]4[CH:20]=[CH:21][CH:22]=[CH:23][CH:24]=4)=[O:16])[CH2:4]3)[CH2:44][CH2:45]2)[CH:36]=[CH:35][CH:34]=[CH:33][CH:32]=1 |f:2.3|. Procedure: To a solution of 34 mg (0.084 mmol) of 2-(R)-(3-(R)-formyl-4-(S)-phenylpyrrolidin-1-yl)-2-(cyclohexyl)acetic acid, benzyl ester (from EXAMPLE 1, Step I) and 19 mg (0.093 mmol) of 4-(3-phenylpropyl) piperidine in 2 mL of CH2Cl2 at rt was added 27 mg (0.13 mmol) of sodium triacetoxyborohydride. After stirring for 1 h, the reaction was diluted with 25 mL of CH2Cl2 and washed with 25 mL of sat'd NaHCO3. After separating the phases, the aqueous layer was extracted with 25 mL of CH2Cl2. The combined o...